From a dataset of the Open Reaction Database (ORD), a public repository of structured organic reaction records. describe an organic reaction: reactants, conditions, products, and yield Reactants: C[Si](C)(C)C[Mg]Cl (Trimethylsilylmethylmagnesium chloride), O1C(OCCC1)C1=CC(=C(C=C1)C=1SC2=NC(=CC=C2N1)C(=O)C1CCC1)F ((2-(4-(1,3-dioxan-2-yl)-2-fluorophenyl)thiazolo[5,4-b]pyridin-5-yl)(cyclobutyl)methanone). Solvent: C1CCOC1 (THF). Reaction conditions: temperature 25 celsius, time 5 minute. Yields the product O1C(OCCC1)C1=CC(=C(C=C1)C=1SC2=NC(=CC=C2N1)C(C[Si](C)(C)C)(O)C1CCC1)F (1-(2-(4-(1,3-dioxan-2-yl)-2-fluorophenyl)thiazolo[5,4-b]pyridin-5-yl)-1-cyclobutyl-2-(trimethylsilyl)ethanol). As a reaction SMILES: [CH3:1][Si:2]([CH2:5][Mg]Cl)([CH3:4])[CH3:3].[O:8]1[CH2:13][CH2:12][CH2:11][O:10][CH:9]1[C:14]1[CH:19]=[CH:18][C:17]([C:20]2[S:21][C:22]3[C:27]([N:28]=2)=[CH:26][CH:25]=[C:24]([C:29]([CH:31]2[CH2:34][CH2:33][CH2:32]2)=[O:30])[N:23]=3)=[C:16]([F:35])[CH:15]=1>C1COCC1>[O:10]1[CH2:11][CH2:12][CH2:13][O:8][CH:9]1[C:14]1[CH:19]=[CH:18][C:17]([C:20]2[S:21][C:22]3[C:27]([N:28]=2)=[CH:26][CH:25]=[C:24]([C:29]([CH:31]2[CH2:32][CH2:33][CH2:34]2)([OH:30])[CH2:5][Si:2]([CH3:3])([CH3:4])[CH3:1])[N:23]=3)=[C:16]([F:35])[CH:15]=1. Procedure: Trimethylsilylmethylmagnesium chloride (1.1M solution in THF; 1.12 mL, 1.23 mmol) was added to a solution of (2-(4-(1,3-dioxan-2-yl)-2-fluorophenyl)thiazolo[5,4-b]pyridin-5-yl)(cyclobutyl)methanone (327.0 mg, 0.821 mmol) in THF (15 mL) at 25° C., and the resulting solution was stirred at 25° C. for 5 min. Excess Grignard reagent was quenched by the careful addition of sat. aq. NH4Cl (5 mL), water was added to dissolve precipitated salts, and THF was then removed in vacuo. The resulting solution ... The reactants are NCCSCC1=NC=CC=C1O (2-((2-aminoethyl)thiomethyl)-3-hydroxypyridine), CSC(SC)=NC#N (dimethylcyanodithioimidocarbonate). Run in C(C)O (ethanol), C(C)O (ethanol). Reaction conditions: time 8 hour. The product is C(#N)NC(SC)=NCCSCC1=NC=CC=C1O (N-cyano-N'-[2-((3-hydroxy-2-pyridyl)methylthio)-ethyl]-S-methylisothiourea). Isolated yield 42.2%. Reaction SMILES: [NH2:1][CH2:2][CH2:3][S:4][CH2:5][C:6]1[C:11]([OH:12])=[CH:10][CH:9]=[CH:8][N:7]=1.[CH3:13][S:14][C:15](=[N:18][C:19]#[N:20])SC>C(O)C>[C:19]([NH:18][C:15](=[N:1][CH2:2][CH2:3][S:4][CH2:5][C:6]1[C:11]([OH:12])=[CH:10][CH:9]=[CH:8][N:7]=1)[S:14][CH3:13])#[N:20]. Procedure details: A solution of 2-((2-aminoethyl)thiomethyl)-3-hydroxypyridine (7.5 g) in ethanol was added slowly to a solution of dimethylcyanodithioimidocarbonate (6.0 g) in ethanol, with stirring at room temperature. The mixture was set aside overnight at room temperature. Filtration afforded N-cyano-N'-[2-((3-hydroxy-2-pyridyl)methylthio)-ethyl]-S-methylisothiourea (4.85 g), m.p. 192°-194°. Recrystallisation from aqueous ethanol gave fine needles, m.p. 196°-198°. Reactants: COC1=CC=C(CN(C(C(C2=CC=CC=C2)=O)=O)C2=C3COC(C3=CC=C2)=O)C=C1 (N-(4-methoxybenzyl)-2-oxo-N-(1-oxo-1,3-dihydroisobenzofuran-4-yl)-2-phenylacetamide), [O-]S(=O)(=O)[O-].[Na+].[Na+] (Na2SO4), C(CC)(=O)OCC (ethyl propionate), [O-]CC.[Na+] (sodium ethoxide), C(C)O (ethanol). Run at temperature 0 celsius, time 18 hour. The product is OC1=C(C(N(C=2C=CC=C(C12)C(=O)OCC)CC1=CC=C(C=C1)OC)=O)C1=CC=CC=C1 (Ethyl 4-hydroxy-1-(4-methoxybenzyl)-2-oxo-3-phenyl-1,2-dihydroquinoline-5-carboxylate). Yield: 80.0%. Reaction SMILES: [CH3:1][O:2][C:3]1[CH:30]=[CH:29][C:6]([CH2:7][N:8]([C:19]2[CH:27]=[CH:26]C=C3[C:20]=2[CH2:21][O:22]C3=O)[C:9](=[O:18])[C:10](=O)[C:11]2[CH:16]=[CH:15][CH:14]=[CH:13][CH:12]=2)=[CH:5][CH:4]=1.[O-]S([O-])(=O)=O.[Na+].[Na+].[O-]CC.[Na+].C(O)C.[C:45]([O:49][CH2:50][CH3:51])(=[O:48])[CH2:46][CH3:47]>>[OH:22][C:21]1[C:20]2[C:46]([C:45]([O:49][CH2:50][CH3:51])=[O:48])=[CH:47][CH:26]=[CH:27][C:19]=2[N:8]([CH2:7][C:6]2[CH:29]=[CH:30][C:3]([O:2][CH3:1])=[CH:4][CH:5]=2)[C:9](=[O:18])[C:10]=1[C:11]1[CH:16]=[CH:15][CH:14]=[CH:13][CH:12]=1 |f:1.2.3,4.5|. Procedure: A mixture of N-(4-methoxybenzyl)-2-oxo-N-(1-oxo-1,3-dihydroisobenzofuran-4-yl)-2-phenylacetamide (4.7 g, 11.7 mmol) and anhydrous Na2SO4 (16.6 g, 117 mmol) in anhydrous ethyl propionate (120 mL) was cooled to 0° C. Then a solution of sodium ethoxide in ethanol (sodium (673 mg, 29.2 mmol) in anhydrous ethanol (70 mL)) was added dropwise. After the addition, the mixture was stirred at room temperature for 18 hr. The mixture was quenched with water (100 mL) and solvent was removed in vacuum. The re...